Dataset: the Open Reaction Database (ORD), a public repository of structured organic reaction records. Task: describe an organic reaction: reactants, conditions, products, and yield Starting materials: COC(=O)C1CC(S(=O)(=O)c2ccccc2C(F)(F)F)CN1c1nnc(C(F)(F)F)s1, [Li+], [OH-]. Yields the product O=C(O)C1CC(S(=O)(=O)c2ccccc2C(F)(F)F)CN1c1nnc(C(F)(F)F)s1. RXN SMILES: [CH3:1][O:2][C:3](=[O:4])[CH:5]1[N:6]([c:23]2[s:24][c:25]([C:28]([F:29])([F:30])[F:31])[n:26][n:27]2)[CH2:7][CH:8]([S:10](=[O:11])(=[O:12])[c:13]2[c:14]([C:19]([F:20])([F:21])[F:22])[cH:15][cH:16][cH:17][cH:18]2)[CH2:9]1.[Li+:32].[OH-:33]>>[O:2]=[C:3]([OH:4])[CH:5]1[N:6]([c:23]2[s:24][c:25]([C:28]([F:29])([F:30])[F:31])[n:26][n:27]2)[CH2:7][CH:8]([S:10](=[O:11])(=[O:12])[c:13]2[c:14]([C:19]([F:20])([F:21])[F:22])[cH:15][cH:16][cH:17][cH:18]2)[CH2:9]1. Starting materials: OC1=C(C=O)C=CC(=C1)C (2-hydroxy-4-methylbenzaldehyde), [Cl-].C[S+](=O)(C)C (trimethylsulfoxonium chloride), [H-].[Na+] (sodium hydride), [H][H] (hydrogen). The solvent is O1CCCC1 (tetrahydrofuran), O1CCCC1 (tetrahydrofuran), O (water). Product: OC1COC2=C1C=CC(=C2)C (3-hydroxy-6-methyl-2,3-dihydrobenzofuran). Reaction SMILES: [Cl-].[CH3:2][S+](C)(C)=O.[H-].[Na+].[H][H].[OH:11][C:12]1[CH:19]=[C:18]([CH3:20])[CH:17]=[CH:16][C:13]=1[CH:14]=[O:15]>O1CCCC1.O>[OH:15][CH:14]1[C:13]2[CH:16]=[CH:17][C:18]([CH3:20])=[CH:19][C:12]=2[O:11][CH2:2]1 |f:0.1,2.3|. Procedure details: To a solution of trimethylsulfoxonium chloride (12.9 g) in tetrahydrofuran (200 ml) was added sodium hydride (2.4 g of 100%). This solution was heated at reflux until hydrogen evolution had ceased. 13.6 g of 2-hydroxy-4-methylbenzaldehyde dissolved in tetrahydrofuran (100 ml) was then added. The reaction mixture was refluxed until the reaction was complete (3 hours). It was then poured into water (600 ml), extracted with ether, the ether dried over sodium sulphate and evaporated to give 3-hydrox... Starting materials: C(C1=CC=CC=C1)(C1=CC=CC=C1)[C@H]1CN(C[C@@H]2N1CCN(C2)C(=O)OCC2=CC=CC=C2)CC2=C(C=CC(=C2)N2N=NN=C2C(F)(F)F)OC ((4S,9aS)-4-Benzhydryl-8-benzyloxycarbonyl-2-[2-methoxy-5-[5-(trifluoromethyl)-1H-tetrazol-1-yl]benzyl]octahydro-2H-pyrazino[1,2-a]pyrazine), C(C)(C)N(C(C)C)CC (N,N-diisopropylethylamine), C(C)(=O)Cl (acetyl chloride), C(O)([O-])=O.[Na+] (sodium hydrogen carbonate), Cl (hydrogen chloride). The reagents and catalysts are [Pd] (palladium-charcoal). Run in C(C)N(CC)CC (triethylamine), O1CCCC1 (tetrahydrofuran), ClCCl (dichloromethane), C(C)(=O)OCC (ethyl acetate), C(C)(=O)OCC (ethyl acetate). Conditions: time 2 hour. The product is Cl.Cl.C(C)(=O)N1C[C@H]2N([C@H](CN(C2)CC2=C(C=CC(=C2)N2N=NN=C2C(F)(F)F)OC)C(C2=CC=CC=C2)C2=CC=CC=C2)CC1 ((4S,9aS)-8-acetyl-4-benzhydryl-2-[2-methoxy-5-[5-(trifluoromethyl)-1H-tetrazol-1-yl]benzyl]octahydro-2H-pyrazino[1,2-a]pyrazine dihydrochloride). As a reaction SMILES: [CH:1]([C@@H:14]1[N:19]2[CH2:20][CH2:21][N:22]([C:24]([O:26]CC3C=CC=CC=3)=O)[CH2:23][C@@H:18]2[CH2:17][N:16]([CH2:34][C:35]2[CH:40]=[C:39]([N:41]3[C:45]([C:46]([F:49])([F:48])[F:47])=[N:44][N:43]=[N:42]3)[CH:38]=[CH:37][C:36]=2[O:50][CH3:51])[CH2:15]1)([C:8]1[CH:13]=[CH:12][CH:11]=[CH:10][CH:9]=1)[C:2]1[CH:7]=[CH:6][CH:5]=[CH:4][CH:3]=1.[CH:52](N(CC)C(C)C)(C)C.C([Cl:64])(=O)C.C(=O)([O-])O.[Na+].[ClH:70]>O1CCCC1.ClCCl.C(OCC)(=O)C.[Pd].C(N(CC)CC)C>[ClH:64].[ClH:70].[C:24]([N:22]1[CH2:21][CH2:20][N:19]2[C@@H:14]([CH:1]([C:8]3[CH:13]=[CH:12][CH:11]=[CH:10][CH:9]=3)[C:2]3[CH:7]=[CH:6][CH:5]=[CH:4][CH:3]=3)[CH2:15][N:16]([CH2:34][C:35]3[CH:40]=[C:39]([N:41]4[C:45]([C:46]([F:47])([F:48])[F:49])=[N:44][N:43]=[N:42]4)[CH:38]=[CH:37][C:36]=3[O:50][CH3:51])[CH2:17][C@H:18]2[CH2:23]1)(=[O:26])[CH3:52] |f:3.4,11.12.13|. Reported procedure: (4S,9aS)-4-Benzhydryl-8-benzyloxycarbonyl-2-[2-methoxy-5-[5-(trifluoromethyl)-1H-tetrazol-1-yl]benzyl]octahydro-2H-pyrazino[1,2-a]pyrazine (740 mg) was dissolved in tetrahydrofuran (8 ml), and triethylamine (0.296 ml) was added to it at room temperature. The solution was hydrogenated over 10% palladium-charcoal (50% wet, 150 mg) at room temperature under atmospheric pressure for 2 hours. After removal of the catalyst by filtration, the filtrate was evaporated under reduced pressure to give a col...